The task is: describe an organic reaction: reactants, conditions, products, and yield. This data is from the Open Reaction Database (ORD), a public repository of structured organic reaction records. Starting materials: C(C=CC1=CC=CC=C1)(=O)O (cinnamic acid), C1=CC=CC=C1 (benzene), [Cl-].[Cl-].[Cl-].[Al+3] (aluminium trichloride). Yields the product C1(=CC=CC=C1)C1CC(C2=CC=CC=C12)=O (3-phenyl-1-indanone). Isolated yield 600.2%. RXN SMILES: [C:1]([OH:11])(=O)[CH:2]=[CH:3][C:4]1[CH:9]=[CH:8][CH:7]=[CH:6][CH:5]=1.[CH:12]1[CH:17]=[CH:16][CH:15]=[CH:14][CH:13]=1.[Cl-].[Cl-].[Cl-].[Al+3]>>[C:12]1([CH:3]2[C:4]3[C:5](=[CH:6][CH:7]=[CH:8][CH:9]=3)[C:1](=[O:11])[CH2:2]2)[CH:17]=[CH:16][CH:15]=[CH:14][CH:13]=1 |f:2.3.4.5|. Procedure details: To the solution of 90 g (0.0608 moles) of cinnamic acid in 400 ml of benzene 300 g (2.25 moles) of aluminium trichloride is added, beginning with a very slow addition rate. At the end, the mixture is kept refluxing for 22 hours. The resulting reaction mixture is hydrolysed with ice and is extracted with ethyl ether which is washed first with water until neutral, and then with a solution of 10% sodium hydroxide. The organic extract is then desiccated and evaporated. The residue is triturated with...